This data is from the Open Reaction Database (ORD), a public repository of structured organic reaction records. The task is: describe an organic reaction: reactants, conditions, products, and yield The reactants are C1COC2(CCC(CC2)=O)O1 (1,4-cyclohexanedione monoethyleneketal), CCCCCC (n-Hexane), C(CCC)[Li] (n-butyl lithium), BrC1=NC=C(C=C1C)Br (2,5-dibromo-3-picoline). Solvent: C1(=CC=CC=C1)C (toluene), C1(=CC=CC=C1)C (toluene), O (water). Conditions: time 2 hour. Product: BrC=1C=C(C(=NC1)C1(CCC2(OCCO2)CC1)O)C (8-(5-bromo-3-methylpyridin-2-yl)-1,4-dioxaspiro[4,5]decan-8-ol). Yield: 55.9%. RXN SMILES: CCCCCC.C([Li])CCC.Br[C:13]1[C:18]([CH3:19])=[CH:17][C:16]([Br:20])=[CH:15][N:14]=1.[CH2:21]1[O:31][C:24]2([CH2:29][CH2:28][C:27](=[O:30])[CH2:26][CH2:25]2)[O:23][CH2:22]1>C1(C)C=CC=CC=1.O>[Br:20][C:16]1[CH:17]=[C:18]([CH3:19])[C:13]([C:27]2([OH:30])[CH2:28][CH2:29][C:24]3([O:31][CH2:21][CH2:22][O:23]3)[CH2:25][CH2:26]2)=[N:14][CH:15]=1. Procedure: 1.6M n-Hexane solution of n-butyl lithium (100 ml) was added dropwise under nitrogen atmosphere at −78° C. to a solution of 2,5-dibromo-3-picoline (38.3 g) in toluene (300 ml), and stirred at the same temperature for two hours. Then, a solution of 1,4-cyclohexanedione monoethyleneketal (25 g) in toluene (200 ml) was added slowly dropwise, and after the addition the mixture was stirred at the same temperature for an hour. Then, the reaction solution was warmed up slowly to room temperature under ... Starting materials: CO, Cl, [H][H], C1CCOC1, [Pd], COc1ccc(-c2cn(S(=O)(=O)c3ccccc3)c3ncccc23)cc1OCc1ccccc1. Product: COc1ccc(-c2cn(S(=O)(=O)c3ccccc3)c3ncccc23)cc1O. As a reaction SMILES: [CH3:40][OH:41].[ClH:42].[H:43][H:44].[O:35]1[CH2:36][CH2:37][CH2:38][CH2:39]1.[Pd:45].[c:1]1([S:7](=[O:8])(=[O:9])[n:10]2[cH:11][c:12](-[c:19]3[cH:20][c:21]([O:27][CH2:28][c:29]4[cH:30][cH:31][cH:32][cH:33][cH:34]4)[c:22]([O:25][CH3:26])[cH:23][cH:24]3)[c:13]3[c:14]2[n:15][cH:16][cH:17][cH:18]3)[cH:2][cH:3][cH:4][cH:5][cH:6]1>>[c:1]1([S:7](=[O:8])(=[O:9])[n:10]2[cH:11][c:12](-[c:19]3[cH:20][c:21]([OH:27])[c:22]([O:25][CH3:26])[cH:23][cH:24]3)[c:13]3[c:14]2[n:15][cH:16][cH:17][cH:18]3)[cH:2][cH:3][cH:4][cH:5][cH:6]1.